Task: describe an organic reaction: reactants, conditions, products, and yield. Dataset: the Open Reaction Database (ORD), a public repository of structured organic reaction records Reactants: CCc1ccc(CCOc2ccc([N+](=O)[O-])cc2)nc1, CO. The product is CCc1ccc(CCOc2ccc(N)cc2)nc1. Reaction SMILES: [CH2:1]([CH3:2])[c:3]1[cH:4][cH:5][c:6]([CH2:9][CH2:10][O:11][c:12]2[cH:13][cH:14][c:15]([N+:18]([O-:19])=[O:20])[cH:16][cH:17]2)[n:7][cH:8]1.[CH3:21][OH:22]>>[CH2:1]([CH3:2])[c:3]1[cH:4][cH:5][c:6]([CH2:9][CH2:10][O:11][c:12]2[cH:13][cH:14][c:15]([NH2:18])[cH:16][cH:17]2)[n:7][cH:8]1. Starting materials: C(CCC)C=1N(C(=C(N1)Cl)CO)CC1=CC=C(C=C1)OCCC1C(CCCC1)C(=O)OC (2-n-butyl-4-chloro-5-hydroxymethyl-1-[4-[(1-methoxycarbonyl-2-cyclohexyl)ethoxy]benzyl]imidazole), [OH-].[Na+] (sodium hydroxide). The solvent is C(C)O (ethanol). Product: C(CCC)C=1N(C(=C(N1)Cl)CO)CC1=CC=C(C=C1)OCCC1C(CCCC1)C(=O)O (2-n-Butyl-4-chloro-5-hydroxymethyl-1-[4-[(1-carboxy-2-cyclohexyl)ethoxy]benzyl]imidazole). RXN SMILES: [CH2:1]([C:5]1[N:6]([CH2:13][C:14]2[CH:19]=[CH:18][C:17]([O:20][CH2:21][CH2:22][CH:23]3[CH2:28][CH2:27][CH2:26][CH2:25][CH:24]3[C:29]([O:31]C)=[O:30])=[CH:16][CH:15]=2)[C:7]([CH2:11][OH:12])=[C:8]([Cl:10])[N:9]=1)[CH2:2][CH2:3][CH3:4].[OH-].[Na+]>C(O)C>[CH2:1]([C:5]1[N:6]([CH2:13][C:14]2[CH:15]=[CH:16][C:17]([O:20][CH2:21][CH2:22][CH:23]3[CH2:28][CH2:27][CH2:26][CH2:25][CH:24]3[C:29]([OH:31])=[O:30])=[CH:18][CH:19]=2)[C:7]([CH2:11][OH:12])=[C:8]([Cl:10])[N:9]=1)[CH2:2][CH2:3][CH3:4] |f:1.2|. Procedure: Prepared analogously to Example 1b from 2-n-butyl-4-chloro-5-hydroxymethyl-1-[4-[(1-methoxycarbonyl-2-cyclohexyl)ethoxy]benzyl]imidazole and 1N sodium hydroxide solution in ethanol. The reactants are CCc1cccc(N)c1, O=C1CCC(=O)N1Cl. Product: CCc1cc(N)ccc1Cl. RXN SMILES: [CH2:1]([CH3:2])[c:3]1[cH:4][c:5]([NH2:9])[cH:6][cH:7][cH:8]1.[Cl:10][N:11]1[C:12](=[O:13])[CH2:14][CH2:15][C:16]1=[O:17]>>[CH2:1]([CH3:2])[c:3]1[cH:4][c:5]([NH2:9])[cH:6][cH:7][c:8]1[Cl:10]. Reactants: OC=1C=CC(=C(C(=O)NCC2=CC=CC(N2)=O)C1)OCC(F)(F)F (6-[5-hydroxy-2-(2,2,2-trifluoroethoxy)benzamidomethyl]-2(1H)-pyridone). The reagents and catalysts are [Rh] (rhodium on alumina). Solvent: CO (methanol). Run at time 50 minute. The product is OC=1C=CC(=C(C(=O)NCC2NC(CCC2)=O)C1)OCC(F)(F)F (5-hydroxy-N-(6-oxo-2-piperidylmethyl)-2-(2,2,2-trifluoroethoxy)benzamide). RXN SMILES: [OH:1][C:2]1[CH:3]=[CH:4][C:5]([O:19][CH2:20][C:21]([F:24])([F:23])[F:22])=[C:6]([CH:18]=1)[C:7]([NH:9][CH2:10][C:11]1[NH:16][C:15](=[O:17])[CH:14]=[CH:13][CH:12]=1)=[O:8]>[Rh].CO>[OH:1][C:2]1[CH:3]=[CH:4][C:5]([O:19][CH2:20][C:21]([F:24])([F:22])[F:23])=[C:6]([CH:18]=1)[C:7]([NH:9][CH2:10][CH:11]1[CH2:12][CH2:13][CH2:14][C:15](=[O:17])[NH:16]1)=[O:8]. Procedure: A mixture of 0.16 g (0.468 mmole) of 6-[5-hydroxy-2-(2,2,2-trifluoroethoxy)benzamidomethyl]-2(1H)-pyridone, 0.05 g of 5% rhodium on alumina and 50 ml of methanol was hydrogenated on a Parr apparatus for 50 minutes. The mixture was filtered, the filtrate was evaporated, and the residue was dried to provide 5-hydroxy-N-(6-oxo-2-piperidylmethyl)-2-(2,2,2-trifluoroethoxy)benzamide. The structural assignment was confirmed by comparison of infrared and nuclear magnetic resonance spectra.